The task is: describe an organic reaction: reactants, conditions, products, and yield. This data is from the Open Reaction Database (ORD), a public repository of structured organic reaction records. The reactants are NC1=C(NC2=CC(=CC(=C12)F)Br)C(=O)N (3-amino-6-bromo-4-fluoro-1H-indole-2-carboxylic acid amide), O=C(OC(Cl)(Cl)Cl)Cl (diphosgene), O (water). The solvent is O1CCOCC1 (dioxan). Yields the product BrC=1C=C(C=2C3=C(NC2C1)C(NC(N3)=O)=O)F (7-bromo-9-fluoro-1H-pyrimido[5,4-b]indole-2,4(3H,5H)-dione). Yield: 74.1%. Reaction SMILES: [NH2:1][C:2]1[C:10]2[C:5](=[CH:6][C:7]([Br:12])=[CH:8][C:9]=2[F:11])[NH:4][C:3]=1[C:13]([NH2:15])=[O:14].[O:16]=[C:17](Cl)OC(Cl)(Cl)Cl.O>O1CCOCC1>[Br:12][C:7]1[CH:8]=[C:9]([F:11])[C:10]2[C:2]3[NH:1][C:17](=[O:16])[NH:15][C:13](=[O:14])[C:3]=3[NH:4][C:5]=2[CH:6]=1. Procedure details: 15.4 g (56.6 mmol) 3-amino-6-bromo-4-fluoro-1H-indole-2-carboxylic acid amide was suspended in 300 ml dioxan and after the addition of 7.5 ml (61.8 mmol) diphosgene the suspension was refluxed for 2 h. Having cooled down to room temperature, 20 ml water was carefully added and the precipitate was subsequently sucked off. 12.5 g (74%) 7-bromo-9-fluoro-1H-pyrimido[5,4-b]indole-2,4(3H,5H)-dione was obtained. ESI-MS [m/z]: 296, 298 [M−H]− Procedure details: Prepared according to the procedure described in Example 1, Step 7, using 4-[5-(4-bromo-phenyl)-3-methyl-isoxazol-4-ylamino]-pentan-1-ol and {1-[4-(4,4,5,5-tetramethyl-[1,3,2]dioxaborolan-2-yl)-phenyl]-cyclopropyl}-acetic acid ethyl ester. As a reaction SMILES: Br[C:2]1[CH:7]=[CH:6][C:5]([C:8]2[O:12][N:11]=[C:10]([CH3:13])[C:9]=2[NH:14][CH:15]([CH3:20])[CH2:16][CH2:17][CH2:18][OH:19])=[CH:4][CH:3]=1.[CH2:21]([O:23][C:24](=[O:44])[CH2:25][C:26]1([C:29]2[CH:34]=[CH:33][C:32](B3OC(C)(C)C(C)(C)O3)=[CH:31][CH:30]=2)[CH2:28][CH2:27]1)[CH3:22]>>[CH2:21]([O:23][C:24](=[O:44])[CH2:25][C:26]1([C:29]2[CH:34]=[CH:33][C:32]([C:2]3[CH:7]=[CH:6][C:5]([C:8]4[O:12][N:11]=[C:10]([CH3:13])[C:9]=4[NH:14][CH:15]([CH3:20])[CH2:16][CH2:17][CH2:18][OH:19])=[CH:4][CH:3]=3)=[CH:31][CH:30]=2)[CH2:28][CH2:27]1)[CH3:22]. Reactants: BrC1=CC=C(C=C1)C1=C(C(=NO1)C)NC(CCCO)C (4-[5-(4-bromo-phenyl)-3-methyl-isoxazol-4-ylamino]-pentan-1-ol), C(C)OC(CC1(CC1)C1=CC=C(C=C1)B1OC(C(O1)(C)C)(C)C)=O ({1-[4-(4,4,5,5-tetramethyl-[1,3,2]dioxaborolan-2-yl)-phenyl]-cyclopropyl}-acetic acid ethyl ester). The product is C(C)OC(CC1(CC1)C1=CC=C(C=C1)C1=CC=C(C=C1)C1=C(C(=NO1)C)NC(CCCO)C)=O ((1-{4′-[4-(4-Hydroxy-1-methyl-butylamino)-3-methyl-isoxazol-5-yl]-biphenyl-4-yl}-cyclopropyl)-acetic acid ethyl ester). The reactants are B, C1CCOC1, CO, Cl, O=C1NCCOC1C(Oc1ccccc1[N+](=O)[O-])c1ccccc1. Product: O=[N+]([O-])c1ccccc1OC(c1ccccc1)C1CNCCO1. Reaction SMILES: [BH3:25].[CH2:29]1[O:30][CH2:31][CH2:32][CH2:33]1.[CH3:26][OH:27].[ClH:28].[N+:1](=[O:2])([O-:3])[c:4]1[c:5]([O:6][CH:7]([c:8]2[cH:9][cH:10][cH:11][cH:12][cH:13]2)[CH:14]2[O:15][CH2:16][CH2:17][NH:18][C:19]2=[O:20])[cH:21][cH:22][cH:23][cH:24]1>>[N+:1](=[O:2])([O-:3])[c:4]1[c:5]([O:6][CH:7]([c:8]2[cH:9][cH:10][cH:11][cH:12][cH:13]2)[CH:14]2[O:15][CH2:16][CH2:17][NH:18][CH2:19]2)[cH:21][cH:22][cH:23][cH:24]1. Reactants: C(=O)C=1C=C(C(=NC1)C(=O)OC)C(=O)OC (dimethyl 5-formylpyridine-2,3-dicarboxylate), C(C)(S)S (ethanedithiol), C1(=CC=C(C=C1)S(=O)(=O)O)C (para-toluenesulfonic acid). Run in C(Cl)(Cl)Cl (chloroform). Yields the product S1C(SCC1)C=1C=C(C(=NC1)C(=O)OC)C(=O)OC (Dimethyl 5-(1,3-dithiolan 2-yl)-2,3-pyridinedicarboxylate). The yield is 67.0%. Reaction SMILES: [CH:1]([C:3]1[CH:4]=[C:5]([C:13]([O:15][CH3:16])=[O:14])[C:6]([C:9]([O:11][CH3:12])=[O:10])=[N:7][CH:8]=1)=O.[CH:17]([SH:20])(S)[CH3:18].C1(C)C=CC([S:27](O)(=O)=O)=CC=1>C(Cl)(Cl)Cl>[S:20]1[CH2:17][CH2:18][S:27][CH:1]1[C:3]1[CH:4]=[C:5]([C:13]([O:15][CH3:16])=[O:14])[C:6]([C:9]([O:11][CH3:12])=[O:10])=[N:7][CH:8]=1. Procedure: A solution of dimethyl 5-formylpyridine-2,3-dicarboxylate (0.73 g, 0.00327 mol), ethanedithiol (0.357 mL, 0.00425 mol) and a catalytic amount of para-toluenesulfonic acid in chloroform (20 mL) is heated at reflux for 5.5 hours. During this time, water is removed by placement of an addition funnel containing 3 angstrom molecular sieves in between the reaction flask and the reflux condensor. After cooling, the reaction is diluted with methylene chloride (20 mL) and is washed with 10% aqueous sodiu... The reactants are CC(C)(C)c1cc(N=O)cc(C(C)(C)C)c1O, Cc1ccccc1. As a reaction SMILES: [C:1]([CH3:2])([CH3:3])([CH3:4])[c:5]1[c:6]([OH:17])[c:7]([C:13]([CH3:14])([CH3:15])[CH3:16])[cH:8][c:9]([N:11]=[O:12])[cH:10]1.[CH3:18][c:19]1[cH:20][cH:21][cH:22][cH:23][cH:24]1>>[C:1]([CH3:2])([CH3:3])([CH3:4])[c:5]1[c:6]([OH:17])[c:7]([C:13]([CH3:14])([CH3:15])[CH3:16])[cH:8][c:9]([NH2:11])[cH:10]1. The product is CC(C)(C)c1cc(N)cc(C(C)(C)C)c1O. The reactants are [I-].[K+] (potassium iodide), CS(=O)(=O)OCCOC1=NNC2=NC=NC(=C21)NC2=CC(=C(C=C2)OC=2C=NC(=CC2)C)F (2-{[4-({3-fluoro-4-[(6-methylpyridin-3-yl)oxy]phenyl}amino)-1H-pyrazolo[3,4-d]pyrimidin-3-yl]oxy}ethyl methanesulfonate), N1[C@H](CCC1)CO ((R)-2-pyrrolidinemethanol). Product: FC=1C=C(C=CC1OC=1C=NC(=CC1)C)NC1=C2C(=NC=N1)NN=C2OCCN2[C@H](CCC2)CO ([(2R)-1-(2-{[4-({3-fluoro-4-[(6-methylpyridin-3-yl)oxy]phenyl}amino)-1H-pyrazolo[3,4-d]pyrimidin-3-yl]oxy}ethyl)pyrrolidin-2-yl]methanol). Isolated yield 30.0%. As a reaction SMILES: [I-].[K+].CS(O[CH2:8][CH2:9][O:10][C:11]1[C:19]2[C:14](=[N:15][CH:16]=[N:17][C:18]=2[NH:20][C:21]2[CH:26]=[CH:25][C:24]([O:27][C:28]3[CH:29]=[N:30][C:31]([CH3:34])=[CH:32][CH:33]=3)=[C:23]([F:35])[CH:22]=2)[NH:13][N:12]=1)(=O)=O.[NH:36]1[CH2:40][CH2:39][CH2:38][C@@H:37]1[CH2:41][OH:42]>>[F:35][C:23]1[CH:22]=[C:21]([NH:20][C:18]2[N:17]=[CH:16][N:15]=[C:14]3[NH:13][N:12]=[C:11]([O:10][CH2:9][CH2:8][N:36]4[CH2:40][CH2:39][CH2:38][C@@H:37]4[CH2:41][OH:42])[C:19]=23)[CH:26]=[CH:25][C:24]=1[O:27][C:28]1[CH:29]=[N:30][C:31]([CH3:34])=[CH:32][CH:33]=1 |f:0.1|. Procedure details: The procedure described in Example 23 was repeated (except that potassium iodide was not used) using 2-{[4-({3-fluoro-4-[(6-methylpyridin-3-yl)oxy]phenyl}amino)-1H-pyrazolo[3,4-d]pyrimidin-3-yl]oxy}ethyl methanesulfonate (prepared as described in Example 20) and (R)-2-pyrrolidinemethanol to give the title compound in 30% yield; NMR Spectrum: 1.51 (m, 1H), 1.65 (m, 2H), 1.80 (m, 1H), 2.33 (q, 1H), 2.45 (s, 3H), 2.57 (m, 1H), 2.78 (dt, 1H), 3.14 (t, 1H), 3.28 (hidden by DMSO, 2H), 4.41 (t, 2H), 4.... The reactants are CC1=C(C=CC=C1)N1C=CC=2C(=NC=3C(=CC=CC3C21)C)Cl (1-(2-Methylphenyl)-4-chloro-6-methylpyrrolo[3,2-c]quinoline), CN (methylamine). Product: CC1=C(C=CC=C1)N1C=CC=2C(=NC=3C(=CC=CC3C21)C)NC (1-(2-methylphenyl)-4-methylamino-6-methylpyrrolo[3,2-c]quinoline). RXN SMILES: [CH3:1][C:2]1[CH:7]=[CH:6][CH:5]=[CH:4][C:3]=1[N:8]1[C:20]2[C:19]3[CH:18]=[CH:17][CH:16]=[C:15]([CH3:21])[C:14]=3[N:13]=[C:12](Cl)[C:11]=2[CH:10]=[CH:9]1.[CH3:23][NH2:24]>>[CH3:1][C:2]1[CH:7]=[CH:6][CH:5]=[CH:4][C:3]=1[N:8]1[C:20]2[C:19]3[CH:18]=[CH:17][CH:16]=[C:15]([CH3:21])[C:14]=3[N:13]=[C:12]([NH:24][CH3:23])[C:11]=2[CH:10]=[CH:9]1. Procedure: 1-(2-Methylphenyl)-4-chloro-6-methylpyrrolo[3,2-c]quinoline (1.5 g, 4.9 mmol) and methylamine (33% in ethanol, 50 ml) were heated to 150° C. in a pressure vessel for 16 hours, then the solvent evaporated. Chromatography (silica gel, 2% methanolic ammonia in dichloromethane) and recrystallisation from aqueous ethanol yielded 1-(2-methylphenyl)-4-methylamino-6-methylpyrrolo[3,2-c]quinoline (0.62 g),m.p. 129°-130°. Reactants: FC(CNC(=O)NC=1C=C(C=CC1)C1=CN=C2N1N=CC(=C2)C=2C=NN(C2)C(C(=O)O)C)(F)F (2-(4-{3-[3-({[(2,2,2-trifluoro ethyl)amino]carbonyl}amino)phenyl]imidazo[1,2-b]pyridazin-7-yl}-1H-pyrazol-1-yl)propanoic acid), CN (methylamine). Product: CNC(C(C)N1N=CC(=C1)C1=CC=2N(N=C1)C(=CN2)C2=CC(=CC=C2)NC(=O)NCC(F)(F)F)=O (N-Methyl-2-(4-{3-[3-({[(2,2,2-trifluoroethyl)amino]carbonyl}amino)phenyl]imidazo[1,2-b]pyridazin-7-yl}-1H-pyrazol-1-yl)propanamide). RXN SMILES: [F:1][C:2]([F:34])([F:33])[CH2:3][NH:4][C:5]([NH:7][C:8]1[CH:9]=[C:10]([C:14]2[N:18]3[N:19]=[CH:20][C:21]([C:23]4[CH:24]=[N:25][N:26]([CH:28]([CH3:32])[C:29]([OH:31])=O)[CH:27]=4)=[CH:22][C:17]3=[N:16][CH:15]=2)[CH:11]=[CH:12][CH:13]=1)=[O:6].[CH3:35][NH2:36]>>[CH3:35][NH:36][C:29](=[O:31])[CH:28]([N:26]1[CH:27]=[C:23]([C:21]2[CH:20]=[N:19][N:18]3[C:14]([C:10]4[CH:11]=[CH:12][CH:13]=[C:8]([NH:7][C:5]([NH:4][CH2:3][C:2]([F:1])([F:34])[F:33])=[O:6])[CH:9]=4)=[CH:15][N:16]=[C:17]3[CH:22]=2)[CH:24]=[N:25]1)[CH3:32]. Procedure details: This compound was prepared by using procedures analogous to those described for the synthesis of Example 54, Step 3 starting from 2-(4-{3-[3-({[(2,2,2-trifluoro ethyl)amino]carbonyl}amino)phenyl]imidazo[1,2-b]pyridazin-7-yl}-1H-pyrazol-1-yl)propanoic acid (prepared from the procedure for Example 54, step 2) and methylamine (2.0 N in THF). LCMS (M+H)+: m/z=487.2. Reactants: solid, Cl.Cl.Cl.O1CCC=2C(=NC=CC21)N2CCN(CC2)CC[C@@H]2CC[C@H](CC2)N (trans-4-{2-[4-(2,3-dihydrofuro[3,2-c]pyridin-4-yl)-piperazin-1-yl]-ethyl}-cyclohexanamine trihydrochloride), Cl.Cl.Cl.O1CCC=2C(=NC=CC21)N2CCN(CC2)CC[C@@H]2CC[C@H](CC2)N (trans-4-{2-[4-(2,3-dihydrofuro[3,2-c]pyridin-4-yl)-piperazin-1-yl]-ethyl}-cyclohexanamine trihydrochloride), CN1CCN(CC1)C1=CC=C(C(=O)O)C=C1 (4-(4-methyl-piperazin-1-yl)-benzoic acid). Product: O1CCC=2C(=NC=CC21)N2CCN(CC2)CC[C@@H]2CC[C@H](CC2)NC(C2=CC=C(C=C2)N2CCN(CC2)C)=O (trans-N-(4-{2-[4-(2,3-Dihydro-furo[3,2-c]pyridin-4-yl)-piperazin-1-yl]-ethyl}-cyclohexyl)-4-(4-methyl-piperazin-1-yl)-benzamide). As a reaction SMILES: Cl.Cl.Cl.[O:4]1[C:12]2[CH:11]=[CH:10][N:9]=[C:8]([N:13]3[CH2:18][CH2:17][N:16]([CH2:19][CH2:20][C@H:21]4[CH2:26][CH2:25][C@H:24]([NH2:27])[CH2:23][CH2:22]4)[CH2:15][CH2:14]3)[C:7]=2[CH2:6][CH2:5]1.[CH3:28][N:29]1[CH2:34][CH2:33][N:32]([C:35]2[CH:43]=[CH:42][C:38]([C:39](O)=[O:40])=[CH:37][CH:36]=2)[CH2:31][CH2:30]1>>[O:4]1[C:12]2[CH:11]=[CH:10][N:9]=[C:8]([N:13]3[CH2:18][CH2:17][N:16]([CH2:19][CH2:20][C@H:21]4[CH2:26][CH2:25][C@H:24]([NH:27][C:39](=[O:40])[C:38]5[CH:37]=[CH:36][C:35]([N:32]6[CH2:31][CH2:30][N:29]([CH3:28])[CH2:34][CH2:33]6)=[CH:43][CH:42]=5)[CH2:23][CH2:22]4)[CH2:15][CH2:14]3)[C:7]=2[CH2:6][CH2:5]1 |f:0.1.2.3|. Reported procedure: The title compound, white solid (95 mg, 71%), MS (ISP) m/z=533.3 [(M+H)+], mp 236° C., was prepared in accordance with the general method of example 32 from trans-4-{2-[4-(2,3-dihydrofuro[3,2-c]pyridin-4-yl)-piperazin-1-yl]-ethyl}-cyclohexanamine trihydrochloride (intermediate C) (110 mg, 0.25 mmol) and 4-(4-methyl-piperazin-1-yl)-benzoic acid.